Dataset: the Open Reaction Database (ORD), a public repository of structured organic reaction records. Task: describe an organic reaction: reactants, conditions, products, and yield The product is Br.Br.Br.NCP(CN)(CN)=O (tris(aminomethyl)phosphine oxide trihydrobromide). Yield: 49.9%. Reactants: C(=O)(OC)NCP(CNC(=O)OC)(CNC(=O)OC)=O (tris(N-carbomethoxyaminomethyl)phosphine oxide), Br (hydrobromic acid). RXN SMILES: C([NH:5][CH2:6][P:7](=[O:20])([CH2:14][NH:15]C(OC)=O)[CH2:8][NH:9]C(OC)=O)(OC)=O.[BrH:21]>>[BrH:21].[BrH:21].[BrH:21].[NH2:5][CH2:6][P:7](=[O:20])([CH2:14][NH2:15])[CH2:8][NH2:9] |f:2.3.4.5|. Procedure details: A solution of 31.12 g (0.1 mol) of tris(N-carbomethoxyaminomethyl)phosphine oxide in 100 ml of constant-boiling (47-49%) hydrobromic acid was heated to reflux with constant stirring. Within a few minutes, solids started to separate. The mixture was heated at reflux for one hour, cooled, and filtered. The filter cake, rinsed with ethanol and air-dried, afforded 18.95 g (49.9% yield) of tris(aminomethyl)phosphine oxide trihydrobromide as a white, crystalline solid, dec. 233° C. with reddening. Ano... The reactants are C1(=CC=CC=C1)CCCN1CCC(CC1)CNC(C=CC1=CC2=CN=C3C=CC=C(S1)N32)=O (N-[1-(3-phenylpropan-1-yl)piperidin-4-ylmethyl]-3-(5-thia-1,8b-diazaacenaphthylen-4-yl)acrylamide), Cl (hydrochloric acid). The solvent is CO (methanol). Yields the product Cl.Cl.C1(=CC=CC=C1)CCCN1CCC(CC1)CNC(C=CC1=CC2=CN=C3C=CC=C(S1)N32)=O (N-[1-(3-phenylpropan-1-yl)piperidin-4-ylmethylj-3-(5-thia-1,8b-diazaacenaphthylen-4-yl)acrylamide dihydrochloride). As a reaction SMILES: [C:1]1([CH2:7][CH2:8][CH2:9][N:10]2[CH2:15][CH2:14][CH:13]([CH2:16][NH:17][C:18](=[O:33])[CH:19]=[CH:20][C:21]3[S:31][C:30]4[N:32]5[C:23](=[CH:24][N:25]=[C:26]5[CH:27]=[CH:28][CH:29]=4)[CH:22]=3)[CH2:12][CH2:11]2)[CH:6]=[CH:5][CH:4]=[CH:3][CH:2]=1.[ClH:34]>CO>[ClH:34].[ClH:34].[C:1]1([CH2:7][CH2:8][CH2:9][N:10]2[CH2:11][CH2:12][CH:13]([CH2:16][NH:17][C:18](=[O:33])[CH:19]=[CH:20][C:21]3[S:31][C:30]4[N:32]5[C:23](=[CH:24][N:25]=[C:26]5[CH:27]=[CH:28][CH:29]=4)[CH:22]=3)[CH2:14][CH2:15]2)[CH:6]=[CH:5][CH:4]=[CH:3][CH:2]=1 |f:3.4.5|. Procedure: In 2 ml of methanol was dissolved 0.305 g of N-[1-(3-phenylpropan-1-yl)piperidin-4-ylmethyl]-3-(5-thia-1,8b-diazaacenaphthylen-4-yl)acrylamide, followed by addition of a stoichiometric excess of methanolic hydrochloric acid. The mixture was stirred and concentrated and the residue was crystallized from ethanol-diethyl ether to provide the title compound. Starting materials: C1C2(CC3=CC=CC=C13)CCC(CC2)=O (spiro(cyclohexane-1,2'-indan)-4-one), [N+](=O)(O)[O-] (nitric acid). The solvent is FC(C(=O)O)(F)F (trifluoroacetic acid). Product: [N+](=O)([O-])C=1C=C2CC3(CC2=CC1)CCC(CC3)=O (5'-nitrospiro(cyclohexane-1,2'-indan)-4-one). RXN SMILES: [CH2:1]1[C:9]2[C:4](=[CH:5][CH:6]=[CH:7][CH:8]=2)[CH2:3][C:2]21[CH2:14][CH2:13][C:12](=[O:15])[CH2:11][CH2:10]2.[N+:16]([O-])([OH:18])=[O:17]>FC(F)(F)C(O)=O>[N+:16]([C:7]1[CH:8]=[C:9]2[C:4](=[CH:5][CH:6]=1)[CH2:3][C:2]1([CH2:14][CH2:13][C:12](=[O:15])[CH2:11][CH2:10]1)[CH2:1]2)([O-:18])=[O:17]. Procedure: A spiro(cyclohexane-1,2'-indan)-4-one [11] [prepared as above in step (10) of the first process for producing the compounds of Process B] in the cold (at about 0° C.) in trifluoroacetic acid, has nitric acid added thereto and the low temperature maintained for from about 1 to about 4 hours, to yield a corresponding 5'-nitrospiro(cyclohexane-1,2'-indan)-4-one [29] . The reactants are CC(N)c1ccc(Br)cc1, Cc1cc2c(N=C=O)cccc2cn1, O=C=Nc1cccc2cnccc12. The product is Cc1cc2c(NC(=O)NC(C)c3ccc(Br)cc3)cccc2cn1. Reaction SMILES: [Br:1][c:2]1[cH:3][cH:4][c:5]([CH:8]([CH3:9])[NH2:10])[cH:6][cH:7]1.[N:11](=[C:12]=[O:13])[c:14]1[c:15]2[cH:16][c:17]([CH3:24])[n:18][cH:19][c:20]2[cH:21][cH:22][cH:23]1.[N:25]([c:26]1[cH:27][cH:28][cH:29][c:30]2[c:31]1[cH:32][cH:33][n:34][cH:35]2)=[C:36]=[O:37]>>[Br:1][c:2]1[cH:3][cH:4][c:5]([CH:8]([CH3:9])[NH:10][C:12]([NH:11][c:14]2[c:15]3[cH:16][c:17]([CH3:24])[n:18][cH:19][c:20]3[cH:21][cH:22][cH:23]2)=[O:13])[cH:6][cH:7]1. Starting materials: C1(CCCCC1)O (cyclohexanol), Cl (HCl), [H-].[Na+] (NaH), NC=1N=C(C(=NC1S(=O)(=O)C)C=1C=CC(N(N1)C(C)C)=O)C1=CC=CC=C1 (6-[5-Amino-6-(methylsulfonyl)-3-phenyl-2-pyrazinyl]-2-isopropyl-3(2H)-pyridazinone). The solvent is CC(=O)N(C)C (DMA), C(Cl)(Cl)Cl (CHCl3). Conditions: temperature 27.5 celsius, time 30 minute. Product: NC=1N=C(C(=NC1OC1CCCCC1)C=1C=CC(N(N1)C(C)C)=O)C1=CC=CC=C1 (6-[5-amino-6-(cyclohexyloxy)-3-phenyl-2-pyrazinyl]-2-isopropyl-3(2H)-pyridazinone). Reaction SMILES: [H-].[Na+].[CH:3]1([OH:9])[CH2:8][CH2:7][CH2:6][CH2:5][CH2:4]1.[NH2:10][C:11]1[N:12]=[C:13]([C:31]2[CH:36]=[CH:35][CH:34]=[CH:33][CH:32]=2)[C:14]([C:21]2[CH:22]=[CH:23][C:24](=[O:30])[N:25]([CH:27]([CH3:29])[CH3:28])[N:26]=2)=[N:15][C:16]=1S(C)(=O)=O.Cl>CC(N(C)C)=O.C(Cl)(Cl)Cl>[NH2:10][C:11]1[N:12]=[C:13]([C:31]2[CH:32]=[CH:33][CH:34]=[CH:35][CH:36]=2)[C:14]([C:21]2[CH:22]=[CH:23][C:24](=[O:30])[N:25]([CH:27]([CH3:29])[CH3:28])[N:26]=2)=[N:15][C:16]=1[O:9][CH:3]1[CH2:8][CH2:7][CH2:6][CH2:5][CH2:4]1 |f:0.1|. Procedure: To a suspension of NaH (60% in oil suspension) (31.1 mg) in DMA (0.6 ml) was added cyclohexanol (0.081 ml) and the mixture was stirred at 25-30° C. for 30 minutes. 6-[5-Amino-6-(methylsulfonyl)-3-phenyl-2-pyrazinyl]-2-isopropyl-3(2H)-pyridazinone (150 mg) was added and the mixture was heated at 100-105° C. for 15 hours. After addition of 0.1N HCl (3 ml) was added to the mixture and an aqueous layer was removed by decantation to give a residue. The residue was dissolved in CHCl3, dried over MgSO4... Reactants: O (H2O), IC1=C(C=O)C=CC=C1 (2-Iodobenzaldehyde), NO.Cl (H2NOH.HCl), [OH-].[K+] (KOH). Run in CO (MeOH), C1CCOC1 (THF), CO (MeOH), C1CCOC1 (THF). Yields the product IC1=C(CNO)C=CC=C1 (N-(2-Iodobenzyl)hydroxylamine). Reaction SMILES: [I:1][C:2]1[CH:9]=[CH:8][CH:7]=[CH:6][C:3]=1[CH:4]=O.[NH2:10][OH:11].Cl.[OH-].[K+].O>CO.C1COCC1>[I:1][C:2]1[CH:9]=[CH:8][CH:7]=[CH:6][C:3]=1[CH2:4][NH:10][OH:11] |f:1.2,3.4|. Procedure: 2-Iodobenzaldehyde prepared above (10.3 g, 44.4 mmol) was dissolved in 50 mL MeOH and 10 mL THF. After addition of H2NOH.HCl (10 mL H2O) and 6N KOH, an additional 50 mL THF, 30 mL H2O, and 30 mL MeOH were added. The product was recovered as a cloudy orange oil (9.46 g, 85.6%, 90% desired product). IR (film): 3256, 3057, 2872, 1564, 1466, 1435, 1013, 748. 1H-NMR (400 MHz, CDCl3): δ 7.92 (dd, 1H, J=7.8, 1.2, C4-H), 7.58 (dd, 1H, J=7.4, 1.8, C7-H), 7.34 (td, 1H, J=7.4, 1.2, C6-H), 7.00 (td, 1H, J=7...